This data is from the Open Reaction Database (ORD), a public repository of structured organic reaction records. The task is: describe an organic reaction: reactants, conditions, products, and yield Starting materials: CC(C)C(=O)Cl, CCOC(=O)OCCOC(=O)C(O)C(C)(C)COS(=O)(=O)CCCCl, ClCCl, c1ccncc1. Yields the product CCOC(=O)OCCOC(=O)C(OC(=O)C(C)C)C(C)(C)COS(=O)(=O)CCCCl. As a reaction SMILES: [CH3:26][CH:27]([C:28](=[O:29])[Cl:30])[CH3:31].[Cl:1][CH2:2][CH2:3][CH2:4][S:5](=[O:6])(=[O:7])[O:8][CH2:9][C:10]([CH:11]([C:12](=[O:13])[O:14][CH2:15][CH2:16][O:17][C:18](=[O:19])[O:20][CH2:21][CH3:22])[OH:23])([CH3:24])[CH3:25].[Cl:38][CH2:39][Cl:40].[cH:32]1[cH:33][cH:34][n:35][cH:36][cH:37]1>>[Cl:1][CH2:2][CH2:3][CH2:4][S:5](=[O:6])(=[O:7])[O:8][CH2:9][C:10]([CH:11]([C:12](=[O:13])[O:14][CH2:15][CH2:16][O:17][C:18](=[O:19])[O:20][CH2:21][CH3:22])[O:23][C:28]([CH:27]([CH3:26])[CH3:31])=[O:29])([CH3:24])[CH3:25]. Reaction conditions: temperature -10 celsius, time 1 hour. As a reaction SMILES: [CH2:1]([Li])CCC.[N:6]12[CH2:13][CH2:12][CH:9]([CH2:10][CH2:11]1)[C@H:8]([NH:14][C:15](=[O:25])[C:16]1[CH:21]=[CH:20][CH:19]=[C:18]([O:22][CH3:23])[C:17]=1[CH3:24])[CH2:7]2.CN(C)C=O.Cl>CCCCCC.O1CCCC1>[N:6]12[CH2:11][CH2:10][CH:9]([CH2:12][CH2:13]1)[C@H:8]([N:14]1[CH:1]=[CH:24][C:17]3[C:16](=[CH:21][CH:20]=[CH:19][C:18]=3[O:22][CH3:23])[C:15]1=[O:25])[CH2:7]2. The product is N12C[C@H](C(CC1)CC2)N2C(C1=CC=CC(=C1C=C2)OC)=O ((S)-2-(1-azabicyclo[2.2.2]oct-3-yl)-5-methoxy-1 (2H)-isoquinolinone). The reactants are C(CCC)[Li] (n-butyllithium), N12C[C@H](C(CC1)CC2)NC(C2=C(C(=CC=C2)OC)C)=O ((S)-N-(1-azabicyclo[2.2.2]oct-3-yl)-3-methoxy-2-methylbenzamide), Cl (hydrochloric acid), CN(C=O)C (dimethylformamide). Solvent: CCCCCC (hexane), O1CCCC1 (tetrahydrofuran). Procedure details: A solution of n-butyllithium (2.2 mmol) in hexane was added in a dropwise fashion to a stirred solution of (S)-N-(1-azabicyclo[2.2.2]oct-3-yl)-3-methoxy-2-methylbenzamide (0.24 g, 0.87 mmol), from Example 1, Method B, in dry tetrahydrofuran (1.0 mL) at -70° C. The mixture was maintained at -10° C. and stirred for 1 hour. The mixture was then cooled to -70° C. and dimethylformamide (0.1 mL) added. The reaction mixture was allowed to warmto room temperature over 1.5 hours, then cooled to 0° C. and... The yield is 92.4%.